From a dataset of the Open Reaction Database (ORD), a public repository of structured organic reaction records. describe an organic reaction: reactants, conditions, products, and yield The reactants are FC1=CC2=C(C(=NO2)C2CCNCC2)C=C1 (6-fluoro-3-(4-piperidinyl)-1,2-benzisoxazole), ClCCCOC1=C(C=C(C=C1)C(C)=O)O (1-[4-(3-chloropropoxy)-3-hydroxyphenyl]ethanone), C(C)#N (acetonitrile). As a reaction SMILES: [F:1][C:2]1[CH:16]=[CH:15][C:5]2[C:6]([CH:9]3[CH2:14][CH2:13][NH:12][CH2:11][CH2:10]3)=[N:7][O:8][C:4]=2[CH:3]=1.Cl[CH2:18][CH2:19][CH2:20][O:21][C:22]1[CH:27]=[CH:26][C:25]([C:28](=[O:30])[CH3:29])=[CH:24][C:23]=1[OH:31].C(#N)C>O>[F:1][C:2]1[CH:16]=[CH:15][C:5]2[C:6]([CH:9]3[CH2:10][CH2:11][N:12]([CH2:18][CH2:19][CH2:20][O:21][C:22]4[CH:27]=[CH:26][C:25]([C:28](=[O:30])[CH3:29])=[CH:24][C:23]=4[OH:31])[CH2:13][CH2:14]3)=[N:7][O:8][C:4]=2[CH:3]=1. Run in O (water). Yields the product FC1=CC2=C(C(=NO2)C2CCN(CC2)CCCOC2=C(C=C(C=C2)C(C)=O)O)C=C1 (1-[4-[3-[4-(6-Fluoro-1,2-benzisoxazol-3-yl)-1-piperidinyl]propoxy]-3hydroxyphenyl]ethanone). Procedure: A stirred mixture of 6-fluoro-3-(4-piperidinyl)-1,2-benzisoxazole (2.8g, 0.013 mol) NaHCO3 (1.1 g), several crystal of KI, 1-[4-(3-chloropropoxy)-3-hydroxyphenyl]ethanone, and acetonitrile (100 ml) was refluxed for 16 hours. The reaction was poured into water, and the aqueous mixture was extracted with ethyl acetate. The organic extract was washed (water), dried (MgSO4), and the solvent was concentrated to afford 5.7 g of a thick yellow oil. The oil was chromatographed on a Waters Prep 500 LC on...